Dataset: the Open Reaction Database (ORD), a public repository of structured organic reaction records. Task: describe an organic reaction: reactants, conditions, products, and yield Starting materials: CC1C=CC2=CC(C(C)(C)C)CC(O)C2C1(CCC1CC(C(C)(C)C)C(O[SiH](C)C)C(=O)O1)O[SiH](C)C, CCC(Oc1ccc(C)cc1C)C(=O)O. The product is CCC(Oc1ccc(C)cc1C)C(=O)OC1CC(C(C)(C)C)C=C2C=CC(C)C(CCC3CC(C(C)(C)C)C(O[SiH](C)C)C(=O)O3)(O[SiH](C)C)C21. RXN SMILES: [C:16]([CH3:17])([CH3:18])([CH3:19])[CH:20]1[CH:21]=[C:22]2[CH:23]=[CH:24][CH:25]([CH3:52])[C:26]([CH2:31][CH2:32][CH:33]3[CH2:34][CH:35]([C:44]([CH3:45])([CH3:46])[CH3:47])[CH:36]([O:40][SiH:41]([CH3:42])[CH3:43])[C:37](=[O:39])[O:38]3)([O:48][SiH:49]([CH3:50])[CH3:51])[CH:27]2[CH:28]([OH:30])[CH2:29]1.[CH3:1][c:2]1[c:3]([O:4][CH:5]([C:6](=[O:7])[OH:8])[CH2:9][CH3:10])[cH:11][cH:12][c:13]([CH3:15])[cH:14]1>>[CH3:1][c:2]1[c:3]([O:4][CH:5]([C:6]([O:7][CH:28]2[CH:27]3[C:22](=[CH:21][CH:20]([C:16]([CH3:17])([CH3:18])[CH3:19])[CH2:29]2)[CH:23]=[CH:24][CH:25]([CH3:52])[C:26]3([CH2:31][CH2:32][CH:33]2[CH2:34][CH:35]([C:44]([CH3:45])([CH3:46])[CH3:47])[CH:36]([O:40][SiH:41]([CH3:42])[CH3:43])[C:37](=[O:39])[O:38]2)[O:48][SiH:49]([CH3:50])[CH3:51])=[O:8])[CH2:9][CH3:10])[cH:11][cH:12][c:13]([CH3:15])[cH:14]1. Reactants: C(C)OC(C(NC(CCOC)=O)C#N)=O (cyano-(3-methoxy-propionylamino)-acetic acid ethyl ester), COC1=CC=C(C=C1)P1(SP(S1)(C1=CC=C(C=C1)OC)=S)=S (2,4-bis(4-Methoxyphenyl)-1,3,2,4-dithiadiphosphetane 2,4-disulfide). Run in C1(=CC=CC=C1)C (toluene). Reaction conditions: temperature 110 celsius. Product: C(C)OC(=O)C=1N=C(SC1N)CCOC (5-amino-2-(2-methoxy-ethyl)-thiazole-4-carboxylic acid ethyl ester). The yield is 82.2%. As a reaction SMILES: [CH2:1]([O:3][C:4](=[O:15])[CH:5]([C:13]#[N:14])[NH:6][C:7](=O)[CH2:8][CH2:9][O:10][CH3:11])[CH3:2].COC1C=CC(P2(=S)SP(=S)(C3C=CC(OC)=CC=3)[S:25]2)=CC=1>C1(C)C=CC=CC=1>[CH2:1]([O:3][C:4]([C:5]1[N:6]=[C:7]([CH2:8][CH2:9][O:10][CH3:11])[S:25][C:13]=1[NH2:14])=[O:15])[CH3:2]. Reported procedure: A suspension of cyano-(3-methoxy-propionylamino)-acetic acid ethyl ester (0.95 g, 4.44 mmol) in toluene (11.00 ml) was flushed with argon. 2,4-bis(4-Methoxyphenyl)-1,3,2,4-dithiadiphosphetane 2,4-disulfide (Lawesson's reagent) (0.90 g, 2.22 mmol) was added at once and the mixture was warmed at 110° C. for 2 h. Toluene was evaporated and the residue purified by flash chromatography (heptane/ethyl acetate) to yield 5-amino-2-(2-methoxy-ethyl)-thiazole-4-carboxylic acid ethyl ester (0.42 g, 40%), M... Procedure details: A suspension of 3-bromo-5-nitro-1-trityl-1H-indazole 1AJ (10.0 g, 20.68 mmol), 3-fluoro-4-hydroxyphenylboronic acid 2AW (3.55 g, 22.78 mmol), Pd(dppf)Cl2 (1.6 g, 1.96 mmol) and K3PO4 (10.6 g, 4.99 mmol) in 200 mL of dioxane/H2O (4/1) was heated to 75° C. for overnight. After removal of most of the solvent, the black residue was diluted with EtOAc (250 mL) and H2O (60 mL). The resulting mixture was filtered through a pad of Celite. Additional 150 mL of EtOAc was used to wash the Celite cake. The ... As a reaction SMILES: Br[C:2]1[C:10]2[C:5](=[CH:6][CH:7]=[C:8]([N+:11]([O-:13])=[O:12])[CH:9]=2)[N:4]([C:14]([C:27]2[CH:32]=[CH:31][CH:30]=[CH:29][CH:28]=2)([C:21]2[CH:26]=[CH:25][CH:24]=[CH:23][CH:22]=2)[C:15]2[CH:20]=[CH:19][CH:18]=[CH:17][CH:16]=2)[N:3]=1.[F:33][C:34]1[CH:35]=[C:36](B(O)O)[CH:37]=[CH:38][C:39]=1[OH:40].[O-]P([O-])([O-])=O.[K+].[K+].[K+]>O1CCOCC1.O.C1C=CC(P(C2C=CC=CC=2)[C-]2C=CC=C2)=CC=1.C1C=CC(P(C2C=CC=CC=2)[C-]2C=CC=C2)=CC=1.Cl[Pd]Cl.[Fe+2]>[F:33][C:34]1[CH:35]=[C:36]([C:2]2[C:10]3[C:5](=[CH:6][CH:7]=[C:8]([N+:11]([O-:13])=[O:12])[CH:9]=3)[N:4]([C:14]([C:27]3[CH:32]=[CH:31][CH:30]=[CH:29][CH:28]=3)([C:21]3[CH:26]=[CH:25][CH:24]=[CH:23][CH:22]=3)[C:15]3[CH:20]=[CH:19][CH:18]=[CH:17][CH:16]=3)[N:3]=2)[CH:37]=[CH:38][C:39]=1[OH:40] |f:2.3.4.5,6.7,8.9.10.11|. Run at temperature 75 celsius. The solvent is O1CCOCC1.O (dioxane H2O). The reagents and catalysts are C1=CC=C(C=C1)P([C-]2C=CC=C2)C3=CC=CC=C3.C1=CC=C(C=C1)P([C-]2C=CC=C2)C3=CC=CC=C3.Cl[Pd]Cl.[Fe+2] (Pd(dppf)Cl2). Product: FC=1C=C(C=CC1O)C1=NN(C2=CC=C(C=C12)[N+](=O)[O-])C(C1=CC=CC=C1)(C1=CC=CC=C1)C1=CC=CC=C1 (3-(3-fluoro-4-hydroxyphenyl)-5-nitro-1-trityl-1H-indazole). Reactants: BrC1=NN(C2=CC=C(C=C12)[N+](=O)[O-])C(C1=CC=CC=C1)(C1=CC=CC=C1)C1=CC=CC=C1 (3-bromo-5-nitro-1-trityl-1H-indazole), FC=1C=C(C=CC1O)B(O)O (3-fluoro-4-hydroxyphenylboronic acid), [O-]P(=O)([O-])[O-].[K+].[K+].[K+] (K3PO4). Starting materials: [K+].COCC[B-](F)(F)F, n1c(nc(c2c1n(cc2I)S(=O)(c1ccc(cc1)C)=O)Cl)Cl. Reagents/catalysts: c1ccc(cc1)-c2c3ccccc3cc4ccccc24 (9-Phenylanthracene), Â C(=O)(O)[O-].[Na+]Â Â  (NaHCO3), O (water), P(C1CCCC1)(C(C)(C)C)C(C)(C)C.P(C1CCCC1)(C(C)(C)C)C(C)(C)C.[Pd](Cl)Cl.[Fe] (Pd(dtbpf)Cl2). The solvent is CC1=CC=CC=C1 (Toluene). Reaction conditions: time nan hour. The product is COCCc1cn(c2nc(Cl)nc(Cl)c12)S(=O)(=O)c3ccc(C)cc3. RXN SMILES: [CH3:1][c:2]1[cH:7][cH:6][c:5]([S:8]([n:11]2[c:21]([c:14]3[c:13](I)[cH:12]2)[n:20][c:18]([Cl:19])[n:17][c:15]3[Cl:16])(=[O:10])=[O:9])[cH:4][cH:3]1.[K+].[CH3:22][O:23][CH2:24][CH2:25][B-](F)(F)F>>[CH3:22][O:23][CH2:24][CH2:25][c:13]1[c:14]([c:21]2[n:11]([S:8]([c:5]3[cH:6][cH:7][c:2]([CH3:1])[cH:3][cH:4]3)(=[O:10])=[O:9])[cH:12]1)[c:15]([Cl:16])[n:17][c:18]([Cl:19])[n:20]2.